Task: describe an organic reaction: reactants, conditions, products, and yield. Dataset: the Open Reaction Database (ORD), a public repository of structured organic reaction records The reactants are excess solution, C1=CC=C(C(=C1)C(=O)O)C(=O)OO (mono-perphthalic acid), C1=CC=C(C(=C1)C(=O)O)C(=O)OO (mono-perphthalic acid), S(=O)([O-])[O-].[Na+].[Na+] (sodium sulfite). The solvent is CCOCC (ether). Yields the product C(CCC)S(=O)(=O)C1C(CCC1)=O (2-Butylsulfonylcyclopentanone). Reaction SMILES: [CH:1]1[CH:6]=[C:5](C(O)=O)[C:4]([C:10]([O:12]O)=O)=CC=1.[S:14]([O-:17])([O-])=[O:15].[Na+].[Na+]>CCOCC>[CH2:10]([S:14]([CH:4]1[CH2:5][CH2:6][CH2:1][C:10]1=[O:12])(=[O:17])=[O:15])[CH2:4][CH2:5][CH3:6] |f:1.2.3|. Reported procedure: 2-Buthylthiocyclopentanone (88 g) was reacted with a 30% excess solution of mono-perphthalic acid in ether at 0° C. After the reaction was completed, the excess mono-perphthalic acid was treated with sodium sulfite, and the resultant solution was washed, evaporated to remove the solvent, and then distilled, thereby giving 2-butylsulfonylcyclopentanone (78 g). Starting materials: [Al+3], CCOCC, [H-], [H-], [H-], [H-], [Li+], CCOC(=O)NC1Cc2ccccc2C1Oc1ccccc1. Product: CNC1Cc2ccccc2C1Oc1ccccc1. RXN SMILES: [Al+3:2].[CH3:29][CH2:30][O:31][CH2:32][CH3:33].[H-:1].[H-:4].[H-:5].[H-:6].[Li+:3].[O:7]([c:8]1[cH:9][cH:10][cH:11][cH:12][cH:13]1)[CH:14]1[CH:15]([NH:23][C:24]([O:25][CH2:26][CH3:27])=[O:28])[CH2:16][c:17]2[cH:18][cH:19][cH:20][cH:21][c:22]21>>[O:7]([c:8]1[cH:9][cH:10][cH:11][cH:12][cH:13]1)[CH:14]1[CH:15]([NH:23][CH3:24])[CH2:16][c:17]2[cH:18][cH:19][cH:20][cH:21][c:22]21. Procedure: A reaction tube charged with 6-(4-bromo-phenyl)-5-(4-chloro-phenyl)-1-phenyl-1,5-dihydro-pyrazolo[3,4-d]pyrimidin-4-one (100.0 mg, 0.209 mmol), imidazole (85.5 mg, 1.26 mmol), Cul (4.0 mg, 0.021 mmol), (1R, 2R)-diaminomethylcyclohexane (6.0 mg, 0.042 mmol), and K3PO4 (88.9 mg, 0.429 mmol) is purged with nitrogen. Anhydrous 1,4-dioxane (4.0 mL) is added via syringe. The reaction mixture is heated at 100° C. for 5 days, and is partitioned between saturated NH4Cl aqueous solution and ethyl acetate.... Reactants: BrC1=CC=C(C=C1)C=1N(C(C2=C(N1)N(N=C2)C2=CC=CC=C2)=O)C2=CC=C(C=C2)Cl (6-(4-bromo-phenyl)-5-(4-chloro-phenyl)-1-phenyl-1,5-dihydro-pyrazolo[3,4-d]pyrimidin-4-one), N1C=NC=C1 (imidazole), CN[C@@H]1CCCC[C@H]1NC ((1R, 2R)-diaminomethylcyclohexane), [O-]P(=O)([O-])[O-].[K+].[K+].[K+] (K3PO4). Product: ClC1=CC=C(C=C1)N1C(=NC2=C(C1=O)C=NN2C2=CC=CC=C2)C2=CC=C(C=C2)N2C=NC=C2 (5-(4-chloro-phenyl)-6-(4-imidazol-1-yl-phenyl)-1-phenyl-1,5-dihydro-pyrazolo[3,4-d]pyrimidin-4-one). Yield: 81.0%. Run at temperature 100 celsius. RXN SMILES: Br[C:2]1[CH:7]=[CH:6][C:5]([C:8]2[N:9]([C:24]3[CH:29]=[CH:28][C:27]([Cl:30])=[CH:26][CH:25]=3)[C:10](=[O:23])[C:11]3[CH:16]=[N:15][N:14]([C:17]4[CH:22]=[CH:21][CH:20]=[CH:19][CH:18]=4)[C:12]=3[N:13]=2)=[CH:4][CH:3]=1.[NH:31]1[CH:35]=[CH:34][N:33]=[CH:32]1.CN[C@H]1[C@H](NC)CCCC1.[O-]P([O-])([O-])=O.[K+].[K+].[K+]>>[Cl:30][C:27]1[CH:28]=[CH:29][C:24]([N:9]2[C:10](=[O:23])[C:11]3[CH:16]=[N:15][N:14]([C:17]4[CH:22]=[CH:21][CH:20]=[CH:19][CH:18]=4)[C:12]=3[N:13]=[C:8]2[C:5]2[CH:6]=[CH:7][C:2]([N:31]3[CH:35]=[CH:34][N:33]=[CH:32]3)=[CH:3][CH:4]=2)=[CH:25][CH:26]=1 |f:3.4.5.6|. Starting materials: N1C=NC(=C1)C=O (Imidazole-4-carboxaldehyde), [H-].[Na+] (sodium hydride), C[Si](CCOCCl)(C)C (2-(Trimethylsilyl)ethoxymethyl chloride). Run in CN(C=O)C (N,N-dimethylformamide). Reaction conditions: time 30 minute. Yields the product C[Si](CCOCN1C=NC(=C1)C=O)(C)C (1-{[2-(Trimethylsilyl)ethoxy]methyl}-1H-imidazole-4-carboxaldehyde). Yield: 77.0%. Reaction SMILES: [NH:1]1[CH:5]=[C:4]([CH:6]=[O:7])[N:3]=[CH:2]1.[H-].[Na+].[CH3:10][Si:11]([CH3:18])([CH3:17])[CH2:12][CH2:13][O:14][CH2:15]Cl>CN(C)C=O>[CH3:10][Si:11]([CH3:18])([CH3:17])[CH2:12][CH2:13][O:14][CH2:15][N:1]1[CH:5]=[C:4]([CH:6]=[O:7])[N:3]=[CH:2]1 |f:1.2|. Procedure: Imidazole-4-carboxaldehyde (1 g, 10.4 mmol) was added portionwise to a solution of sodium hydride (463 mg, 60% dispersion in mineral oil, 11.4 mmol) in N,N-dimethylformamide (15 ml), and the solution stirred for 30 minutes at room temperature. 2-(Trimethylsilyl)ethoxymethyl chloride (2.03 ml, 11.4 mmol) was added and the reaction stirred at room temperature for 18 hours. The reaction was quenched by the addition of aqueous ammonium chloride solution, and the mixture extracted with ethyl acetate ... Starting materials: C(C)(C)(C)OC(=O)NCCCN (3-tert-butyloxycarbonylaminopropylamine), ClC(=O)OCC (ethyl chloroformate). The solvent is C(Cl)Cl (DCM), C(Cl)Cl (DCM). The product is C(C)OC(=O)NCCCN (3-Ethoxycarbonylaminopropylamine). The yield is 141.5%. As a reaction SMILES: [C:1]([O:5][C:6]([NH:8][CH2:9][CH2:10][CH2:11][NH2:12])=[O:7])(C)(C)[CH3:2].ClC(OCC)=O>C(Cl)Cl>[CH2:1]([O:5][C:6]([NH:8][CH2:9][CH2:10][CH2:11][NH2:12])=[O:7])[CH3:2]. Reported procedure: To a solution of 0.5 g (2.9 mmol) of 3-tert-butyloxycarbonylaminopropylamine in 8 ml of DCM and 0.37 g (2.9 mmol) of NEM was added a solution of 0.32 g (0.29 mmol) of ethyl chloroformate in 2 ml of DCM. After 24 h at RT the mixture was washed with water and dried. The solvent was evaporated and the residue was stirred with 5 ml of TFA (90%). After 1 h the solvent was evaporated to give 0.6 g of the title compound. MS=147.0 (M+1)+. Starting materials: COc1c(O)cccc1-c1nc2ncncc2[nH]1, CS(=O)(=O)O, [Cl-]. Product: COc1c(OS(C)(=O)=O)cccc1-c1nc2ncncc2[nH]1. Reaction SMILES: [CH3:1][O:2][c:3]1[c:4](-[c:10]2[n:11][c:12]3[n:13][cH:14][n:15][cH:16][c:17]3[nH:18]2)[cH:5][cH:6][cH:7][c:8]1[OH:9].[CH3:20][S:21](=[O:22])(=[O:23])[OH:24].[Cl-:19]>>[CH3:1][O:2][c:3]1[c:4](-[c:10]2[n:11][c:12]3[n:13][cH:14][n:15][cH:16][c:17]3[nH:18]2)[cH:5][cH:6][cH:7][c:8]1[O:9][S:21]([CH3:20])(=[O:22])=[O:23].